This data is from the Open Reaction Database (ORD), a public repository of structured organic reaction records. The task is: describe an organic reaction: reactants, conditions, products, and yield Product: C(=O)(O)C1=CN=C(C2=CC=CC(=C12)[N+](=O)[O-])OCC (4-carboxy-1-ethoxy-5-nitroisoquinoline). Starting materials: ice, [N+](=O)([O-])[O-].[K+] (potassium nitrate), O (water), C(=O)(O)C1=CN=C(C2=CC=CC=C12)OCC (4-carboxy-1-ethoxyisoquinoline). The solvent is S(O)(O)(=O)=O (sulphuric acid), S(O)(O)(=O)=O (sulphuric acid). Reported procedure: A solution of potassium nitrate (34.9 g) in sulphuric acid (density 1.83; 280 cc) is added dropwise to a solution, stirred and cooled by iced water, of 4-carboxy-1-ethoxyisoquinoline (69.5 g) in sulphuric acid (density 1.83; 420 cc), whilst keeping the temperature below 20° C. The reactants are kept in contact for 16 hours at a temperature of about 20° C. and the reaction solution is then poured onto crushed ice (7 kg). The fine yellow crystals which precipitate are filtered off and then washed ... RXN SMILES: [N+:1]([O-:4])([O-])=[O:2].[K+].O.[C:7]([C:10]1[C:19]2[C:14](=[CH:15][CH:16]=[CH:17][CH:18]=2)[C:13]([O:20][CH2:21][CH3:22])=[N:12][CH:11]=1)([OH:9])=[O:8]>S(=O)(=O)(O)O>[C:7]([C:10]1[C:19]2[C:14](=[CH:15][CH:16]=[CH:17][C:18]=2[N+:1]([O-:4])=[O:2])[C:13]([O:20][CH2:21][CH3:22])=[N:12][CH:11]=1)([OH:9])=[O:8] |f:0.1|. Reaction conditions: time 16 hour. Isolated yield 100.7%. Starting materials: COC1=C(C=C(C=C1)CCNC(=O)C1(CC1)C1=C(C=CC=C1)Cl)C (N-[2-(4-methoxy-3-methylphenyl)ethyl]-1-(2-chlorophenyl)cyclopropane-carboxamide), polyphosphate ester, O (water). The solvent is C(Cl)(Cl)Cl (chloroform). Yields the product ClC1=C(C=CC=C1)C1(CC1)C1=NCCC2=CC(=C(C=C12)OC)C (1-[1-(2-chlorophenyl)cyclopropyl]-7-methoxy-6-methyl-3,4-dihydroisoquinoline). As a reaction SMILES: [CH3:1][O:2][C:3]1[CH:8]=[CH:7][C:6]([CH2:9][CH2:10][NH:11][C:12]([C:14]2([C:17]3[CH:22]=[CH:21][CH:20]=[CH:19][C:18]=3[Cl:23])[CH2:16][CH2:15]2)=O)=[CH:5][C:4]=1[CH3:24].O>C(Cl)(Cl)Cl>[Cl:23][C:18]1[CH:19]=[CH:20][CH:21]=[CH:22][C:17]=1[C:14]1([C:12]2[C:7]3[C:6](=[CH:5][C:4]([CH3:24])=[C:3]([O:2][CH3:1])[CH:8]=3)[CH2:9][CH2:10][N:11]=2)[CH2:16][CH2:15]1. Procedure: A mixture of the amide and 82% w/w solution of polyphosphate ester in chloroform (170 g) was heated gently for 16 hours, then poured into water (1200 ml) and the mixture washed with ether. The aqueous phase was basified by addition of aqueous ammonia solution and the product was extracted with ethyl acetate. The extracts were dried and concentrated to give 1-[1-(2-chlorophenyl)cyclopropyl]-7-methoxy-6-methyl-3,4-dihydroisoquinoline as a solid. Yield 14.7 g. The reactants are ClC1=C(C=C(C(=C1)[N+](=O)[O-])OC)C (1-chloro-4-methoxy-2-methyl-5-nitro-benzene), [Mn](=O)(=O)(=O)[O-].[K+] (potassium permanganate), [Mn](=O)(=O)(=O)[O-].[K+] (potassium permanganate), N1=CC=CC=C1.O (pyridine water). Run in N1=CC=CC=C1 (pyridine), O (water). Reaction conditions: temperature 97 celsius. Product: ClC1=C(C(=O)O)C=C(C(=C1)[N+](=O)[O-])OC (2-chloro-5-methoxy-4-nitro-benzoic acid). RXN SMILES: [Cl:1][C:2]1[CH:7]=[C:6]([N+:8]([O-:10])=[O:9])[C:5]([O:11][CH3:12])=[CH:4][C:3]=1[CH3:13].[Mn]([O-])(=O)(=O)=[O:15].[K+].N1C=CC=CC=1.[OH2:26]>N1C=CC=CC=1.O>[Cl:1][C:2]1[CH:7]=[C:6]([N+:8]([O-:10])=[O:9])[C:5]([O:11][CH3:12])=[CH:4][C:3]=1[C:13]([OH:15])=[O:26] |f:1.2,3.4|. Reported procedure: A suspension of 1-chloro-4-methoxy-2-methyl-5-nitro-benzene (1.05 g, 5.21 mmol) in a mixture of pyridine and water (1/2, 15 mL) was heated to 97° C. and then potassium permanganate (4.53 g, 28.64 mmol) was added. The reaction mixture was heated at 100° C. for 4 hours; a second aliquot of the mixture pyridine/water (1/1, 10 mL) was added and was followed by potassium permanganate (1 g); the resulting mixture was heated to 100° C. overnight. The hot reaction mixture was filtered through a CELITE™ ... The reactants are ClC1=CC(=C(CN2N=NC3=C2C=CC(=C3)C=O)C=C1)C(F)(F)F (1-(4-chloro-2-trifluoromethylbenzyl)-1H-benzotriazole-5-carbaldehyde), O1C(CCCC1)ON1C(SCC1=O)=O (3-(tetrahydropyran-2-yl)oxy-1,3-thiazolidine-2,4-dione). The product is ClC1=CC(=C(CN2N=NC3=C2C=CC(=C3)\C=C/3\C(N(C(S3)=O)O)=O)C=C1)C(F)(F)F ((5Z)-5-({1-[4-Chloro-2-(trifluoromethyl)benzyl]-1H-benzotriazol-5-yl}methylidene)-3-hydroxy-1,3-thiazolidine-2,4-dione). RXN SMILES: [Cl:1][C:2]1[CH:19]=[CH:18][C:5]([CH2:6][N:7]2[C:11]3[CH:12]=[CH:13][C:14]([CH:16]=O)=[CH:15][C:10]=3[N:9]=[N:8]2)=[C:4]([C:20]([F:23])([F:22])[F:21])[CH:3]=1.O1CCCCC1[O:30][N:31]1[C:35](=[O:36])[CH2:34][S:33][C:32]1=[O:37]>>[Cl:1][C:2]1[CH:19]=[CH:18][C:5]([CH2:6][N:7]2[C:11]3[CH:12]=[CH:13][C:14](/[CH:16]=[C:34]4/[C:35](=[O:36])[N:31]([OH:30])[C:32](=[O:37])[S:33]/4)=[CH:15][C:10]=3[N:9]=[N:8]2)=[C:4]([C:20]([F:23])([F:21])[F:22])[CH:3]=1. Procedure details: (5Z)-5-({1-[4-Chloro-2-(trifluoromethyl)benzyl]-1H-benzotriazol-5-yl}methylidene)-3-hydroxy-1,3-thiazolidine-2,4-dione was prepared from 1-(4-chloro-2-trifluoromethylbenzyl)-1H-benzotriazole-5-carbaldehyde (from Example 258) and 3-(tetrahydropyran-2-yl)oxy-1,3-thiazolidine-2,4-dione (from Example 288) following General Procedure F. Reported procedure: To a solution of 24.2 g. of 2-(3-phenoxyphenyl)-1,3-dioxolane in 120 ml. of methanol a solution of 41.6 g. of sodium hydrogensulfite in 120 ml. of water is added, and the reaction mixture is boiled until no traces of starting compound can be detected by thin layer chromatography. The reaction mixture is cooled, the precipitated crystals are filtered off, washed with a 50% aqueous methanol solution and dried at 60° to 80° C. 27 g. (89.5%) of 3-phenoxybenzaldehyde bisulfite are obtained. The solvent is O (water). Reaction SMILES: [O:1]([C:8]1[CH:9]=[C:10]([CH:14]2OCC[O:15]2)[CH:11]=[CH:12][CH:13]=1)[C:2]1[CH:7]=[CH:6][CH:5]=[CH:4][CH:3]=1.CO.[S:21]([O-:24])([OH:23])=[O:22].[Na+]>O>[S:21](=[O:22])([OH:24])[OH:23].[O:1]([C:8]1[CH:9]=[C:10]([CH:11]=[CH:12][CH:13]=1)[CH:14]=[O:15])[C:2]1[CH:3]=[CH:4][CH:5]=[CH:6][CH:7]=1 |f:2.3,5.6|. Reactants: O(C1=CC=CC=C1)C=1C=C(C=CC1)C1OCCO1 (2-(3-phenoxyphenyl)-1,3-dioxolane), CO (methanol), S(=O)(O)[O-].[Na+] (sodium hydrogensulfite). The product is S(O)(O)=O.O(C1=CC=CC=C1)C=1C=C(C=O)C=CC1 (3-phenoxybenzaldehyde bisulfite). Yield: 89.5%. Reactants: Cl.N1CC(C1)O (Azetidin-3-ol hydrochloride), CCN(C(C)C)C(C)C (DIPEA), 4-nitrophenylchloroformate, C1(CCC1)N1CCNCCC1 (1-cyclobutyl-1,4-diazepane), N1=CC=CC=C1 (pyridine). Solvent: C(Cl)Cl (DCM), C(Cl)Cl (DCM). Reaction conditions: time 3 day. The product is C1(CCC1)N1CCN(CCC1)C(=O)N1CC(C1)O (1-[(4-cyclobutyl-1,4-diazepan-1-yl)carbonyl]azetidin-3-ol). The yield is 38.6%. As a reaction SMILES: C1C([N+]([O-])=O)=CC=C([Cl-][C:11]([O-])=[O:12])C=1.[CH:14]1([N:18]2[CH2:24][CH2:23][CH2:22][NH:21][CH2:20][CH2:19]2)[CH2:17][CH2:16][CH2:15]1.N1C=CC=CC=1.Cl.[NH:32]1[CH2:35][CH:34]([OH:36])[CH2:33]1.CCN(C(C)C)C(C)C>C(Cl)Cl>[CH:14]1([N:18]2[CH2:24][CH2:23][CH2:22][N:21]([C:11]([N:32]3[CH2:35][CH:34]([OH:36])[CH2:33]3)=[O:12])[CH2:20][CH2:19]2)[CH2:17][CH2:16][CH2:15]1 |f:3.4|. Procedure details: To a stirred RT solution of 4-nitrophenylchloroformate (2.63 g, 13.05 mmol) in DCM (10 ml) was added drop wise a solution of 1-cyclobutyl-1,4-diazepane (1.83 g, 11.86 mmol) and pyridine (1.03 g, 13.05 mmol) in DCM (2 ml). The resulting mixture was stirred at RT for approximately 3 days. The solvent was evaporated in vacuo and the residue dissolved in MeOH/IPA (1:3, 40 ml). Azetidin-3-ol hydrochloride (1.3 g, 11.86 mmol) and DIPEA (3.37 g, 26.1 mmol) were added and the resulting mixture was heate... Starting materials: Cl.C(C1=CC=CC=C1)C=1CC2=CC=C(C=C2C1CCN)OC (2-(2-benzyl-5-methoxy-1H-inden-3-yl)ethylamine hydrochloride), C(CC)(=O)Cl (propionyl chloride). Product: Example 8, C(C1=CC=CC=C1)C=1CC2=CC=C(C=C2C1CCNC(CC)=O)OC (N-[2-(2-Benzyl-5-methoxy-1H-inden-3-yl)ethyl]propionamide). The yield is 98.0%. Reaction SMILES: Cl.[CH2:2]([C:9]1[CH2:10][C:11]2[C:16]([C:17]=1[CH2:18][CH2:19][NH2:20])=[CH:15][C:14]([O:21][CH3:22])=[CH:13][CH:12]=2)[C:3]1[CH:8]=[CH:7][CH:6]=[CH:5][CH:4]=1.[C:23](Cl)(=[O:26])[CH2:24][CH3:25]>>[CH2:2]([C:9]1[CH2:10][C:11]2[C:16]([C:17]=1[CH2:18][CH2:19][NH:20][C:23](=[O:26])[CH2:24][CH3:25])=[CH:15][C:14]([O:21][CH3:22])=[CH:13][CH:12]=2)[C:3]1[CH:8]=[CH:7][CH:6]=[CH:5][CH:4]=1 |f:0.1|. Procedure: Starting with 2-(2-benzyl-5-methoxy-1H-inden-3-yl)ethylamine hydrochloride and propionyl chloride, the title compound was synthesized in otherwise the same manner as Example 8 (yield 98%).